This data is from the Open Reaction Database (ORD), a public repository of structured organic reaction records. The task is: describe an organic reaction: reactants, conditions, products, and yield Starting materials: NC1=NC(=CC=C1)N (2,6-diaminopyridine), C(C(C)(C)C)(=O)Cl (pivaloylchloride). The solvent is O1CCOCC1 (dioxane), O1CCOCC1 (dioxane). Reaction conditions: time 2 hour. The product is NC1=CC=CC(=N1)NC(C(C)(C)C)=O (6-Amino-2-(pivaloylamino)pyridine). Isolated yield 73.9%. RXN SMILES: [NH2:1][C:2]1[CH:7]=[CH:6][CH:5]=[C:4]([NH2:8])[N:3]=1.[C:9](Cl)(=[O:14])[C:10]([CH3:13])([CH3:12])[CH3:11]>O1CCOCC1>[NH2:8][C:4]1[N:3]=[C:2]([NH:1][C:9](=[O:14])[C:10]([CH3:13])([CH3:12])[CH3:11])[CH:7]=[CH:6][CH:5]=1. Procedure details: To a solution of 2,6-diaminopyridine (50.0 g, 0.46 mol) in dioxane (250 mL) was added slowly (1 h) pivaloylchloride (27.9 g, 0.23 mol), dissolved in dioxane (50 mL). The resulting mixture was stirred for 2 h and the white precipitate (2,6-diaminopyridine hydrochloride) filtered off. The organic phase was evaporated to dryness in vacuo, and the crude product recrystalized from n-hexane/ethyl acetate to give the desired product (32.83 g, 74%) as colorless crystals (mp 140-141° C.). 1H NMR (DMSO-d6... Reactants: Cl, COc1cc(Cc2nc(-c3ccc4ncccc4c3)c(-c3cccc(C)n3)[nH]2)ccc1F, [NH4+], [OH-], O, c1ccncc1. Yields the product Cc1cccc(-c2[nH]c(Cc3ccc(F)c(O)c3)nc2-c2ccc3ncccc3c2)n1. RXN SMILES: [ClH:33].[F:1][c:2]1[c:3]([O:31][CH3:32])[cH:4][c:5]([CH2:6][c:7]2[nH:8][c:9](-[c:22]3[n:23][c:24]([CH3:28])[cH:25][cH:26][cH:27]3)[c:10](-[c:12]3[cH:13][c:14]4[cH:15][cH:16][cH:17][n:18][c:19]4[cH:20][cH:21]3)[n:11]2)[cH:29][cH:30]1.[NH4+:41].[OH-:40].[OH2:42].[n:34]1[cH:35][cH:36][cH:37][cH:38][cH:39]1>>[F:1][c:2]1[c:3]([OH:31])[cH:4][c:5]([CH2:6][c:7]2[nH:8][c:9](-[c:22]3[n:23][c:24]([CH3:28])[cH:25][cH:26][cH:27]3)[c:10](-[c:12]3[cH:13][c:14]4[cH:15][cH:16][cH:17][n:18][c:19]4[cH:20][cH:21]3)[n:11]2)[cH:29][cH:30]1. The reactants are FC1=CC=C(C=C1)C1(C(=C(C2=CC=CC=C12)C1=CC2=C(C=C1)OCO2)C(=O)OCC)O (ethyl(1RS)-1-(4-fluorophenyl)-1-hydroxy-3-(3,4-methylenedioxyphenyl)indene-2-carboxylate), C(C)[SiH](CC)CC (triethylsilane), Cl (HCl), B(F)(F)F.CCOCC (boron trifluoride etherate). Run in C(Cl)Cl (CH2Cl2). Conditions: time 15 minute. Product: FC1=CC=C(C=C1)C1C(=C(C2=CC=CC=C12)C1=CC2=C(C=C1)OCO2)C(=O)OCC (Ethyl(RS)-1-(4-Fluorophenyl)-3-(3,4-methylenedioxyphenyl)indene-2-carboxylate). The yield is 90.4%. Reaction SMILES: [F:1][C:2]1[CH:7]=[CH:6][C:5]([C:8]2(O)[C:16]3[C:11](=[CH:12][CH:13]=[CH:14][CH:15]=3)[C:10]([C:17]3[CH:22]=[CH:21][C:20]4[O:23][CH2:24][O:25][C:19]=4[CH:18]=3)=[C:9]2[C:26]([O:28][CH2:29][CH3:30])=[O:27])=[CH:4][CH:3]=1.C([SiH](CC)CC)C.B(F)(F)F.CCOCC.Cl>C(Cl)Cl>[F:1][C:2]1[CH:7]=[CH:6][C:5]([CH:8]2[C:16]3[C:11](=[CH:12][CH:13]=[CH:14][CH:15]=3)[C:10]([C:17]3[CH:22]=[CH:21][C:20]4[O:23][CH2:24][O:25][C:19]=4[CH:18]=3)=[C:9]2[C:26]([O:28][CH2:29][CH3:30])=[O:27])=[CH:4][CH:3]=1 |f:2.3|. Procedure: To a solution of ethyl(1RS)-1-(4-fluorophenyl)-1-hydroxy-3-(3,4-methylenedioxyphenyl)indene-2-carboxylate (45 mg, 0.11 mmol) in CH2Cl2 (3 ml) at 0° C. was added triethylsilane (38 μl, 0.24 mmol), followed by boron trifluoride etherate (121 μl, 0.98 mmol). The reaction mixture was allowed to warm to room temperature and stirred for 15 min, at which time was added slowly 3M HCl. The mixture was extracted with EtOAc. The organic extract was washed successively with H2O, 5% aqueous NaHCO3 and satura... Reactants: FC(S(=O)(=O)OC1=CC2=C(C=3N(CCO2)C=C(N3)C3=NC=NN3C(C)C)C=N1)(F)F (2-(1-isopropyl-1H-1,2,4-triazol-5-yl)-5,6-dihydroimidazo[1,2-d]pyrido[3,4-f][1,4]oxazepin-9-yl trifluoromethanesulfonate), C[C@@H]1[C@H](NCC1)C(=O)N ((2S,3S)-3-methylpyrrolidine-2-carboxamide). The product is C(C)(C)N1N=CN=C1C=1N=C2N(CCOC3=C2C=NC(=C3)N3[C@@H]([C@H](CC3)C)C(=O)N)C1 ((2S,3S)-1-(2-(1-isopropyl-1H-1,2,4-triazol-5-yl)-5,6-dihydroimidazo[1,2-d]pyrido[3,4-f][1,4]oxazepin-9-yl)-3-methylpyrrolidine-2-carboxamide). As a reaction SMILES: FC(F)(F)S(O[C:7]1[N:28]=[CH:27][C:10]2[C:11]3[N:12]([CH:16]=[C:17]([C:19]4[N:23]([CH:24]([CH3:26])[CH3:25])[N:22]=[CH:21][N:20]=4)[N:18]=3)[CH2:13][CH2:14][O:15][C:9]=2[CH:8]=1)(=O)=O.[CH3:31][C@H:32]1[CH2:36][CH2:35][NH:34][C@@H:33]1[C:37]([NH2:39])=[O:38]>>[CH:24]([N:23]1[C:19]([C:17]2[N:18]=[C:11]3[C:10]4[CH:27]=[N:28][C:7]([N:34]5[CH2:35][CH2:36][C@H:32]([CH3:31])[C@H:33]5[C:37]([NH2:39])=[O:38])=[CH:8][C:9]=4[O:15][CH2:14][CH2:13][N:12]3[CH:16]=2)=[N:20][CH:21]=[N:22]1)([CH3:26])[CH3:25]. Reported procedure: Following the procedures of Example 388, 2-(1-isopropyl-1H-1,2,4-triazol-5-yl)-5,6-dihydroimidazo[1,2-d]pyrido[3,4-f][1,4]oxazepin-9-yl trifluoromethanesulfonate and (2S,3S)-3-methylpyrrolidine-2-carboxamide were reacted to give 406. M/z 432.2, calc., calc. 422.22. 1H NMR (400 MHz, DMSO) δ 9.05 (s, 1H), 7.88 (s, 1H), 7.82 (s, 1H), 7.36 (s, 1H), 6.91 (s, 1H), 6.57 (s, 1H), 6.01-5.88 (m, 2H), 4.49 (d, J=8.8, 4H), 3.88 (s, 1H), 3.55 (t, J=6.7, 2H), 2.32 (dd, J=10.3, 6.4, 1H), 2.18-2.09 (m, 1H), 1.5... The reactants are BrC1=CC=C(C=2C=CN=CC12)N (8-Bromo-5-isoquinolinamine), C1(=CC=CC=C1)C (toluene), ClC1=C(C=CC(=C1)Cl)CN=C=O (2,4-dichloro-1-(isocyanatomethyl)benzene). Run in C1CCOC1 (THF), C1CCOC1 (THF). Run at time 16 hour. The product is BrC=1C=CC(=C2C=CN=CC12)NC(=O)NCC1=C(C=C(C=C1)Cl)Cl (N-(8-bromo-5-isoquinolinyl)-N′-(2,4-dichlorobenzyl)urea). As a reaction SMILES: [Br:1][C:2]1[C:11]2[CH:10]=[N:9][CH:8]=[CH:7][C:6]=2[C:5]([NH2:12])=[CH:4][CH:3]=1.C1(C)C=CC=CC=1.[Cl:20][C:21]1[CH:26]=[C:25]([Cl:27])[CH:24]=[CH:23][C:22]=1[CH2:28][N:29]=[C:30]=[O:31]>C1COCC1>[Br:1][C:2]1[CH:3]=[CH:4][C:5]([NH:12][C:30]([NH:29][CH2:28][C:22]2[CH:23]=[CH:24][C:25]([Cl:27])=[CH:26][C:21]=2[Cl:20])=[O:31])=[C:6]2[C:11]=1[CH:10]=[N:9][CH:8]=[CH:7]2. Procedure details: 8-Bromo-5-isoquinolinamine (120 mg, 0.52 mmol) in THF:toluene (5 mL, 1:4) was treated with 2,4-dichloro-1-(isocyanatomethyl)benzene (108 mg, 0.52 mmol) in THF (0.5 mL). After stirring for 16 hours at room temperature, the mixture was filtered and the filter cake was dried under reduced pressure to provide the title compound. MS (ESI+) m/z 426 (M+H)+; MS (ESI−) m/z 424 (M−H)−; 1H NMR (DMSO, 300 MHz) δ 4.42 (d, 5.8, 2H), 7.22 (t, J 5.8, 1H), 7.65 (m, 1H), 7.91 (d, J 8.5, 1H), 8.02 (d, J 6.1, 1H), ... Reactants: resultant mixture, C(=C)[B-](C1=CC=CC=C1)(C1=CC=CC=C1)C1=CC=CC=C1.[Li+] (lithium vinyltriphenylborate), [Br-].C[S+](CC(=O)C1=CC=CC=C1)C (dimethylphenacylsulfonium bromide). Solvent: O (water), O (water). Product: C[S+](CC(=O)C1=CC=CC=C1)C.C(=C)[B-](C1=CC=CC=C1)(C1=CC=CC=C1)C1=CC=CC=C1 (dimethylphenacylsulfonium vinyltriphenylborate). Isolated yield 78.1%. Reaction SMILES: [CH:1]([B-:3]([C:16]1[CH:21]=[CH:20][CH:19]=[CH:18][CH:17]=1)([C:10]1[CH:15]=[CH:14][CH:13]=[CH:12][CH:11]=1)[C:4]1[CH:9]=[CH:8][CH:7]=[CH:6][CH:5]=1)=[CH2:2].[Li+].[Br-].[CH3:24][S+:25]([CH3:35])[CH2:26][C:27]([C:29]1[CH:34]=[CH:33][CH:32]=[CH:31][CH:30]=1)=[O:28]>O>[CH3:24][S+:25]([CH3:35])[CH2:26][C:27]([C:29]1[CH:34]=[CH:33][CH:32]=[CH:31][CH:30]=1)=[O:28].[CH:1]([B-:3]([C:10]1[CH:15]=[CH:14][CH:13]=[CH:12][CH:11]=1)([C:4]1[CH:5]=[CH:6][CH:7]=[CH:8][CH:9]=1)[C:16]1[CH:21]=[CH:20][CH:19]=[CH:18][CH:17]=1)=[CH2:2] |f:0.1,2.3,5.6|. Procedure: An aqueous solution of 2.11 g of lithium vinyltriphenylborate in 100 ml of water was added to an aqueous solution of 2.00 g of dimethylphenacylsulfonium bromide in 50 ml of water, and the resultant mixture was stirred at room temperature for 30 minutes. Then, the reaction mixture was filtered, and the resultant crystal was washed with water and dried to give 2.69 g of dimethylphenacylsulfonium-vinyltriphenylborate.